Task: describe an organic reaction: reactants, conditions, products, and yield. Dataset: the Open Reaction Database (ORD), a public repository of structured organic reaction records The reactants are C(C)(=O)O[C@H]1C[C@@H]2CC[C@H]3[C@@H]4CC[C@H](C(C)=O)[C@]4(CC([C@@H]3[C@]2(C=C1)C)=O)C (3α-acetoxy-5α-pregn-1-ene-11,20-dione), C([O-])(O)=O.[K+] (potassium bicarbonate). Solvent: CO (methanol). Yields the product O[C@H]1C[C@@H]2CC[C@H]3[C@@H]4CC[C@H](C(C)=O)[C@]4(CC([C@@H]3[C@]2(C=C1)C)=O)C (3α-Hydroxy-5α-pregn-1-ene-11,20-dione). The yield is 23.4%. As a reaction SMILES: C([O:4][C@@H:5]1[CH:24]=[CH:23][C@@:22]2([CH3:25])[C@@H:7]([CH2:8][CH2:9][C@@H:10]3[C@@H:21]2[C:20](=[O:26])[CH2:19][C@@:18]2([CH3:27])[C@H:11]3[CH2:12][CH2:13][C@@H:14]2[C:15](=[O:17])[CH3:16])[CH2:6]1)(=O)C.C(=O)(O)[O-].[K+]>CO>[OH:4][C@@H:5]1[CH:24]=[CH:23][C@@:22]2([CH3:25])[C@@H:7]([CH2:8][CH2:9][C@@H:10]3[C@@H:21]2[C:20](=[O:26])[CH2:19][C@@:18]2([CH3:27])[C@H:11]3[CH2:12][CH2:13][C@@H:14]2[C:15](=[O:17])[CH3:16])[CH2:6]1 |f:1.2|. Procedure details: A solution of 3α-acetoxy-5α-pregn-1-ene-11,20-dione (7.9 g.) in dry methanol (225 mg.) was treated with potassium bicarbonate (8.5 g.), and the mixture was refluxed under nitrogen for 11/2 hr. The reaction mixture was concentrated in vacuo, then poured into water, and the product was extracted with methylene chloride. The extract was washed with water, dried (Na2SO4), and evaporated in vacuo. The residue (6.0 g.) was purified by preparative t.l.c. and crystallisation from methyl acetate/petroleu...